Dataset: the Open Reaction Database (ORD), a public repository of structured organic reaction records. Task: describe an organic reaction: reactants, conditions, products, and yield The reactants are ClC1=C(C=2C=CC(=NC2C=C1)C)C(=O)O (6-Chloro-2-methyl-5-quinolinecarboxylic Acid), ClC=1C(=C2C=CC(=NC2=CC1)NCC(=O)OC(C)(C)C)NC(CC1CCCCC1)=O (N-[6-chloro-5-[(cyclohexylacetyl)amino]-2-quinolinyl]-glycine, 1,1-dimethylethyl ester), FC(C(=O)O)(F)F (trifluoroacetic acid). Product: ClC=1C(=C2C=CC(=NC2=CC1)NCC(=O)O)NC(CC1CCCCC1)=O (N-[6-Chloro-5-[(cyclohexylacetyl)amino]-2-quinolinyl]-glycine). Yield: 49.3%. As a reaction SMILES: ClC1C=CC2N=C(C)C=CC=2C=1C(O)=O.[Cl:16][C:17]1[C:18]([NH:36][C:37](=[O:45])[CH2:38][CH:39]2[CH2:44][CH2:43][CH2:42][CH2:41][CH2:40]2)=[C:19]2[C:24](=[CH:25][CH:26]=1)[N:23]=[C:22]([NH:27][CH2:28][C:29]([O:31]C(C)(C)C)=[O:30])[CH:21]=[CH:20]2.FC(F)(F)C(O)=O>>[Cl:16][C:17]1[C:18]([NH:36][C:37](=[O:45])[CH2:38][CH:39]2[CH2:44][CH2:43][CH2:42][CH2:41][CH2:40]2)=[C:19]2[C:24](=[CH:25][CH:26]=1)[N:23]=[C:22]([NH:27][CH2:28][C:29]([OH:31])=[O:30])[CH:21]=[CH:20]2. Procedure: Prepared according to the method of example 7 (b), using N-[6-chloro-5-[(cyclohexylacetyl)amino]-2-quinolinyl]-glycine, 1,1-dimethylethyl ester (Example 40(a)) (63 mg) and trifluoroacetic acid (2 mL). Purification by HPLC (Symmetry—0.1% aqueous ammonium acetate/acetonitrile) afforded the title product (27 mg).